Dataset: the Open Reaction Database (ORD), a public repository of structured organic reaction records. Task: describe an organic reaction: reactants, conditions, products, and yield As a reaction SMILES: [Br:1][c:2]1[cH:3][cH:4][c:5]2[c:10]([cH:11]1)[CH2:9][N:8]([c:12]1[n:13][c:14]([NH2:25])[n:15][c:16]([N:18]3[CH2:19][CH2:20][N:21]([CH3:24])[CH2:22][CH2:23]3)[cH:17]1)[CH2:7][CH2:6]2.[Cl:26][c:27]1[c:28]([C:29]#[N:30])[cH:31][cH:32][c:33]([OH:35])[cH:34]1>>[c:2]1([O:35][c:33]2[cH:32][cH:31][c:28]([C:29]#[N:30])[c:27]([Cl:26])[cH:34]2)[cH:3][cH:4][c:5]2[c:10]([cH:11]1)[CH2:9][N:8]([c:12]1[n:13][c:14]([NH2:25])[n:15][c:16]([N:18]3[CH2:19][CH2:20][N:21]([CH3:24])[CH2:22][CH2:23]3)[cH:17]1)[CH2:7][CH2:6]2. Product: CN1CCN(c2cc(N3CCc4ccc(Oc5ccc(C#N)c(Cl)c5)cc4C3)nc(N)n2)CC1. The reactants are CN1CCN(c2cc(N3CCc4ccc(Br)cc4C3)nc(N)n2)CC1, N#Cc1ccc(O)cc1Cl.